From a dataset of the Open Reaction Database (ORD), a public repository of structured organic reaction records. describe an organic reaction: reactants, conditions, products, and yield Reactants: [Br-], COc1ccccc1B(O)O, O=C1NCCc2c(-c3ccccc3)[nH]c3cccc1c23. Yields the product COc1ccccc1-c1[nH]c2cccc3c2c1CCNC3=O. As a reaction SMILES: [Br-:21].[CH3:22][O:23][c:24]1[cH:25][cH:26][cH:27][cH:28][c:29]1[B:30]([OH:31])[OH:32].[c:1]1(-[c:7]2[nH:8][c:9]3[cH:10][cH:11][cH:12][c:13]4[c:14]3[c:15]2[CH2:16][CH2:17][NH:18][C:19]4=[O:20])[cH:2][cH:3][cH:4][cH:5][cH:6]1>>[c:1]1(-[c:7]2[nH:8][c:9]3[cH:10][cH:11][cH:12][c:13]4[c:14]3[c:15]2[CH2:16][CH2:17][NH:18][C:19]4=[O:20])[cH:2][cH:3][cH:4][cH:5][c:6]1[O:23][CH3:22]. The reactants are O=C([O-])O, Cl, Cl, O=N[O-], [N-]=[N+]=NC(N)=[NH2+], N=C(N)NN, [Na+], O=C1CC(=O)NC(=O)N1, O. Yields the product [N-]=[N+]=C1C(=O)NC(=O)NC1=O. As a reaction SMILES: [C:6](=[O:7])([OH:8])[O-:9].[ClH:23].[ClH:31].[N:10]([O-:11])=[O:12].[N:24]([C:25]([NH2:26])=[NH2+:27])=[N+:28]=[N-:29].[NH2:1][NH:2][C:3](=[NH:4])[NH2:5].[Na+:13].[O:14]=[C:15]1[CH2:16][C:17](=[O:18])[NH:19][C:20](=[O:21])[NH:22]1.[OH2:30]>>[N+:1](=[N-:2])=[C:16]1[C:15](=[O:14])[NH:22][C:20](=[O:21])[NH:19][C:17]1=[O:18]. Reactants: N(=[N+]=[N-])C(C)(C=1SC=CN1)C1=C(N=C(S1)C)C (1-Azido-1-(2,4-dimethyl-5-thiazolyl)-1-(2-thiazolyl)ethane). Reagents/catalysts: [Pd] (palladium-on-charcoal). Run in C(C)O (ethanol). Yields the product CC=1SC(=C(N1)C)C(C)(C=1SC=CN1)N (1-(2,4-Dimethyl-5-thiazolyl)-1-(2-thiazolyl)ethylamine). As a reaction SMILES: [N:1]([C:4]([C:11]1[S:15][C:14]([CH3:16])=[N:13][C:12]=1[CH3:17])([C:6]1[S:7][CH:8]=[CH:9][N:10]=1)[CH3:5])=[N+]=[N-]>C(O)C.[Pd]>[CH3:16][C:14]1[S:15][C:11]([C:4]([NH2:1])([C:6]2[S:7][CH:8]=[CH:9][N:10]=2)[CH3:5])=[C:12]([CH3:17])[N:13]=1. Procedure: The product from Example 19 in ethanol was hydrogenated in the presence of 10% palladium-on-charcoal to give the title compound. Reactants: C1(CC1)C1=CC(=NN1C1=NC=C(C=N1)NC(CC(C)=O)=O)C(F)(F)F (N-{2-[5-cyclopropyl-3-(trifluoromethyl)-1H-pyrazol-1-yl]pyrimidin-5-yl}-3-oxobutanamide), COC(N(C)C)OC (N,N-Dimethylformamide dimethylacetal). Conditions: time 8 hour. The product is C1(CC1)C1=CC(=NN1C1=NC=C(C=N1)NC(C(C(C)=O)=CN(C)C)=O)C(F)(F)F (N-{2-[5-cyclopropyl-3-(trifluoromethyl)-1H-pyrazol-1-yl]pyrimidin-5-yl}-2-[(dimethylamino)methylene]-3-oxobutanamide). Yield: 56.5%. As a reaction SMILES: [CH:1]1([C:4]2[N:8]([C:9]3[N:14]=[CH:13][C:12]([NH:15][C:16](=[O:21])[CH2:17][C:18](=[O:20])[CH3:19])=[CH:11][N:10]=3)[N:7]=[C:6]([C:22]([F:25])([F:24])[F:23])[CH:5]=2)[CH2:3][CH2:2]1.CO[CH:28](OC)[N:29]([CH3:31])[CH3:30]>>[CH:1]1([C:4]2[N:8]([C:9]3[N:14]=[CH:13][C:12]([NH:15][C:16](=[O:21])[C:17](=[CH:28][N:29]([CH3:31])[CH3:30])[C:18](=[O:20])[CH3:19])=[CH:11][N:10]=3)[N:7]=[C:6]([C:22]([F:24])([F:25])[F:23])[CH:5]=2)[CH2:3][CH2:2]1. Procedure details: Step-2: N-{2-[5-cyclopropyl-3-(trifluoromethyl)-1H-pyrazol-1-yl]pyrimidin-5-yl}-3-oxobutanamide (445 mg, 1.3 mmol) and N,N-Dimethylformamide dimethylacetal (859 mg, 7.2 mmol) were mixed and stirred at rt for overnight. Workup (AcOEt/H2O) followed by purification on 60-120 mesh silicagel using AcOEt and Peteher (1:1) as eluent afforded N-{2-[5-cyclopropyl-3-(trifluoromethyl)-1H-pyrazol-1-yl]pyrimidin-5-yl}-2-[(dimethylamino)methylene]-3-oxobutanamide (0.3 g). Starting materials: NC1=NC=CC=C1OCC1=C(C=CC=C1)C (2-amino-3-(2-methylbenzyloxy)pyridine), Cl.C1(=CC=CC=C1)CC(OCC)=N (ethyl phenylacetimidate hydrochloride), C(C)O (ethanol). The product is Cl.COC1=CC=C(COC=2C(=NC=CC2)NC(CC2=CC=CC=C2)=N)C=C1 (N-(3-(4-Methoxybenzyloxy)-2-pyridyl)phenylacetamidine hydrochloride). Reaction SMILES: [NH2:1][C:2]1[C:7]([O:8][CH2:9][C:10]2[CH:15]=[CH:14][CH:13]=[CH:12][C:11]=2C)=[CH:6][CH:5]=[CH:4][N:3]=1.[ClH:17].[C:18]1([CH2:24][C:25](=[NH:29])OCC)[CH:23]=[CH:22][CH:21]=[CH:20][CH:19]=1.[CH2:30]([OH:32])C>>[ClH:17].[CH3:30][O:32][C:13]1[CH:12]=[CH:11][C:10]([CH2:9][O:8][C:7]2[C:2]([NH:1][C:25](=[NH:29])[CH2:24][C:18]3[CH:19]=[CH:20][CH:21]=[CH:22][CH:23]=3)=[N:3][CH:4]=[CH:5][CH:6]=2)=[CH:15][CH:14]=1 |f:1.2,4.5|. Procedure: A mixture of 2-amino-3-(2-methylbenzyloxy)pyridine (4.6 g, 20 mmol) and ethyl phenylacetimidate hydrochloride (4.39 g, 26 mmol) in ethanol (80 ml) was heated under reflux for 2 hours. Evaporation of the solvent gave an oil which was purified by flash chromatography (chloroform/methanol) to obtain the product (0.75 g), m.p. 188°-192° C. The reactants are FC(C1=CC2=C(N=C(N2)C2=C(C=C(C=C2)O)OC)C=C1)(F)F (5-trifluoromethyl-2-(2'-methoxy-4'-hydroxy-phenyl)-benzimidazole), CS(=O)(=O)Cl (methanesulfonic acid chloride). Product: FC(C1=CC2=C(N=C(N2)C2=C(C=C(C=C2)OS(=O)(=O)C)OC)C=C1)(F)F (5-Trifluoromethyl-2-(2'-methoxy-4'-methanesulfonyloxy-phenyl)-benzimidazole). Reaction SMILES: [F:1][C:2]([F:22])([F:21])[C:3]1[CH:20]=[CH:19][C:6]2[N:7]=[C:8]([C:10]3[CH:15]=[CH:14][C:13]([OH:16])=[CH:12][C:11]=3[O:17][CH3:18])[NH:9][C:5]=2[CH:4]=1.[CH3:23][S:24](Cl)(=[O:26])=[O:25]>>[F:22][C:2]([F:1])([F:21])[C:3]1[CH:20]=[CH:19][C:6]2[N:7]=[C:8]([C:10]3[CH:15]=[CH:14][C:13]([O:16][S:24]([CH3:23])(=[O:26])=[O:25])=[CH:12][C:11]=3[O:17][CH3:18])[NH:9][C:5]=2[CH:4]=1. Reported procedure: Prepared analogously to Example 1 from 5-trifluoromethyl-2-(2'-methoxy-4'-hydroxy-phenyl)-benzimidazole and methanesulfonic acid chloride.